Dataset: the Open Reaction Database (ORD), a public repository of structured organic reaction records. Task: describe an organic reaction: reactants, conditions, products, and yield Reactants: COC=1C=CC2=C(C(=C(O2)C(CC(C)C)NC2=CC=C(C=C2)C(=O)N(CCC(=O)OCC)C)C)C1 (ethyl 3-{[(4-{[1-(5-methoxy-3-methyl-1-benzofuran-2-yl)-3-methylbutyl]amino}phenyl)carbonyl](methyl)amino}propanoate), O1CCCC1 (tetrahydrofuran), [OH-].[Na+] (sodium hydroxide). Run in C(C)O (ethanol). Run at time 5 hour. Yields the product COC=1C=CC2=C(C(=C(O2)C(CC(C)C)NC2=CC=C(C=C2)C(=O)N(CCC(=O)O)C)C)C1 (3-{[(4-{[1-(5-methoxy-3-methyl-1-benzofuran-2-yl)-3-methylbutyl]amino}phenyl)carbonyl](methyl)amino}propanoic acid). Yield: 93.5%. As a reaction SMILES: [CH3:1][O:2][C:3]1[CH:4]=[CH:5][C:6]2[O:10][C:9]([CH:11]([NH:16][C:17]3[CH:22]=[CH:21][C:20]([C:23]([N:25]([CH3:33])[CH2:26][CH2:27][C:28]([O:30]CC)=[O:29])=[O:24])=[CH:19][CH:18]=3)[CH2:12][CH:13]([CH3:15])[CH3:14])=[C:8]([CH3:34])[C:7]=2[CH:35]=1.O1CCCC1.[OH-].[Na+]>C(O)C>[CH3:1][O:2][C:3]1[CH:4]=[CH:5][C:6]2[O:10][C:9]([CH:11]([NH:16][C:17]3[CH:18]=[CH:19][C:20]([C:23]([N:25]([CH3:33])[CH2:26][CH2:27][C:28]([OH:30])=[O:29])=[O:24])=[CH:21][CH:22]=3)[CH2:12][CH:13]([CH3:15])[CH3:14])=[C:8]([CH3:34])[C:7]=2[CH:35]=1 |f:2.3|. Procedure details: To a mixture of ethyl 3-{[(4-{[1-(5-methoxy-3-methyl-1-benzofuran-2-yl)-3-methylbutyl]amino}phenyl)carbonyl](methyl)amino}propanoate (350 mg) synthesized above, tetrahydrofuran (5 mL) and ethanol (5 mL) was added 1N aqueous sodium hydroxide solution (2.00 mL), and the mixture was stirred at room temperature for 5 hr, and concentrated under reduced pressure. The residue was dissolved in water (10 mL), and 1N hydrochloric acid (2.00 mL) was added at 0° C. The resulting precipitate was collected by... Reactants: C(C1=CC=CC=C1)OC1=CC=C(C=C1)O (p-Benzyloxyphenol), [OH-].[Na+] (NaOH), CCCCCC[C@H](C)O (S-(+)-2-octanol), C1(=CC=C(C=C1)S(=O)(=O)OC(CCCCCC)C)C (1-methylheptyl p-toluenesulfonate). Run in C(C)O (ethanol). The product is C(C1=CC=CC=C1)OC1=CC=C(C=C1)OC(CCCCCC)C (p-benzyloxy-(1-methylheptyloxy)benzene). RXN SMILES: [CH2:1]([O:8][C:9]1[CH:14]=[CH:13][C:12]([OH:15])=[CH:11][CH:10]=1)[C:2]1[CH:7]=[CH:6][CH:5]=[CH:4][CH:3]=1.[OH-].[Na+].C1(C)C=CC(S(O[CH:28]([CH3:35])[CH2:29][CH2:30][CH2:31][CH2:32][CH2:33][CH3:34])(=O)=O)=CC=1.CCCCCC[C@@H](O)C>C(O)C>[CH2:1]([O:8][C:9]1[CH:10]=[CH:11][C:12]([O:15][CH:28]([CH3:35])[CH2:29][CH2:30][CH2:31][CH2:32][CH2:33][CH3:34])=[CH:13][CH:14]=1)[C:2]1[CH:3]=[CH:4][CH:5]=[CH:6][CH:7]=1 |f:1.2|. Procedure details: p-Benzyloxyphenol (50 g), ethanol (150 ml) and 50% NaOH aqueous solution (25 g) were mixed with stirring, followed by pouring in the mixture, optically active 1-methylheptyl p-toluenesulfonate derived from S-(+)-2-octanol, heating the mixture under reflux for 4 hours, distilling off most of ethanol, extracting with toluene, washing with acid, alkali and water, drying, concentrating and purifying the concentrate according to column chromatography with activated alumina (150 g) to obtain oily p-be... The reactants are N(CC)CC (Et2NH), S(=O)(=O)([O-])[O-].C1=CC=CC=2C3=CC=CC=C3C(C12)COC(=O)N1CCC(CC1)C1=NOC(=N1)[C@H]1N2C(N([C@H](CC1)C2)OS(=O)(=O)O)=O.C(CCC)[N+](CCCC)(CCCC)CCCC.C(CCC)[N+](CCCC)(CCCC)CCCC (tetrabutylammonium (9H-fluoren-9-yl)methyl 4-(5-((2S,5R)-7-oxo-6-(sulfooxy)-1,6-diaza-bicyclo[3.2.1]octan-2-yl)-1,2,4-oxadiazol-3-yl)piperidine-1-carboxylate sulfate). Run in C(Cl)Cl (CH2Cl2). Run at time 12 hour. Product: S(=O)(=O)(ON1[C@@H]2CC[C@H](N(C1=O)C2)C2=NC(=NO2)C2CCNCC2)O ((2S,5R)-7-oxo-2-(3-(piperidin-4-yl)-1,2,4-oxadiazol-5-yl)-1,6-diazabicyclo[3.2.1]octan-6-yl hydrogen sulfate). As a reaction SMILES: N(CC)CC.S([O-])([O-])(=O)=O.C1C2C(COC([N:28]3[CH2:33][CH2:32][CH:31]([C:34]4[N:38]=[C:37]([C@@H:39]5[CH2:45][CH2:44][C@@H:43]6[CH2:46][N:40]5[C:41](=[O:52])[N:42]6[O:47][S:48]([OH:51])(=[O:50])=[O:49])[O:36][N:35]=4)[CH2:30][CH2:29]3)=O)C3C(=CC=CC=3)C=2C=CC=1.C([N+](CCCC)(CCCC)CCCC)CCC.C([N+](CCCC)(CCCC)CCCC)CCC>C(Cl)Cl>[S:48]([OH:51])([O:47][N:42]1[C:41](=[O:52])[N:40]2[CH2:46][C@H:43]1[CH2:44][CH2:45][C@H:39]2[C:37]1[O:36][N:35]=[C:34]([CH:31]2[CH2:32][CH2:33][NH:28][CH2:29][CH2:30]2)[N:38]=1)(=[O:49])=[O:50] |f:1.2.3.4|. Reported procedure: Et2NH (6.1 mL, 60.0 mmol) was added to a solution of tetrabutylammonium (9H-fluoren-9-yl)methyl 4-(5-((2S,5R)-7-oxo-6-(sulfooxy)-1,6-diaza-bicyclo[3.2.1]octan-2-yl)-1,2,4-oxadiazol-3-yl)piperidine-1-carboxylate sulfate (1.0 g, 1.2 mmol) in dried CH2Cl2 (30 mL). The mixture was stirred under N2 atmosphere at rt. for 12 hrs, then evaporated under vacuum. The residue was purified by prep-HPLC using the ammonium formate conditions. E SI-MS (EI+, m/z): 314.2. 1H NMR (300 MHz, D2O) δ 4.82 (d, J=8.0 Hz... Starting materials: C(=O)(O)[O-].[Na+] (NaHCO3), saturated solution, C(C)(=O)O[BH-](OC(C)=O)OC(C)=O.[Na+] (SODIUM TRIACETOXYBOROHYDRIDE), FC(C1=CC=C(C=C1)[C@]12CNC[C@@H]2C1)(F)F ((1S,5R)-1-[4-(trifluoromethyl)phenyl]-3-azabicyclo[3.1.0]hexane), C(C)(=O)O (ACETIC ACID), CC1=NSC=C1C=1C(NC(N(C1)CCC=O)=O)=O (3-[5-(3-methyl-4-isothiazolyl)-2,4-dioxo-3,4-dihydro-1(2H)-pyrimidinyl]propanal). The solvent is ClCCCl (1,2-Dichloroethane). Run at time 15 minute. The product is CC1=NSC=C1C=1C(NC(N(C1)CCCN1C[C@]2(C[C@H]2C1)C1=CC=C(C=C1)C(F)(F)F)=O)=O (5-(3-methyl-4-isothiazolyl)-1-(3-{(1S,5R)-1-[4-(trifluoromethyl)phenyl]-3-azabicyclo[3.1.0]hex-3-yl}propyl)-2,4(1H,3H)-pyrimidinedione). Isolated yield 14.5%. Reaction SMILES: [CH3:1][C:2]1[C:6]([C:7]2[C:8](=[O:18])[NH:9][C:10](=[O:17])[N:11]([CH2:13][CH2:14][CH:15]=O)[CH:12]=2)=[CH:5][S:4][N:3]=1.[F:19][C:20]([F:34])([F:33])[C:21]1[CH:26]=[CH:25][C:24]([C@:27]23[CH2:32][C@H:31]2[CH2:30][NH:29][CH2:28]3)=[CH:23][CH:22]=1.C(O)(=O)C.C(O[BH-](OC(=O)C)OC(=O)C)(=O)C.[Na+].C([O-])(O)=O.[Na+]>ClCCCl>[CH3:1][C:2]1[C:6]([C:7]2[C:8](=[O:18])[NH:9][C:10](=[O:17])[N:11]([CH2:13][CH2:14][CH2:15][N:29]3[CH2:30][C@H:31]4[C@:27]([C:24]5[CH:23]=[CH:22][C:21]([C:20]([F:19])([F:34])[F:33])=[CH:26][CH:25]=5)([CH2:32]4)[CH2:28]3)[CH:12]=2)=[CH:5][S:4][N:3]=1 |f:3.4,5.6|. Reported procedure: 3-[5-(3-methyl-4-isothiazolyl)-2,4-dioxo-3,4-dihydro-1(2H)-pyrimidinyl]propanal (Prep 0.126 mmol) was dissolved in 1,2-Dichloroethane (DCE) (1 ml). (1S,5R)-1-[4-(trifluoromethyl)phenyl]-3-azabicyclo[3.1.0]hexane (P4, 28.6 mg, 0.126 mmol) and ACETIC ACID (0.022 ml, 0.378 mmol) were added and the mixture was stirred at rt for 15 minutes. Then it was cooled at 0° C. and SODIUM TRIACETOXYBOROHYDRIDE (29.4 mg, 0.139 mmol) was added. The mixture was stirred at 0° C. for 3 hours. The mixture was treate... Reactants: BrC1=C(C=C(C=C1)S(=O)(=O)N1CC(CC2=CC(=CC=C12)C1=CC=C(C=C1)C(F)(F)F)(C)C)F (1-(4-Bromo-3-fluoro-benzenesulfonyl)-3,3-dimethyl-6-(4-trifluoromethyl-phenyl)-1,2,3,4-tetrahydro-quinoline), [Cu]C#N (copper(I)cyanide), Cl (hydrochloric acid). Solvent: CN(C=O)C (dimethylformamide). Reaction conditions: temperature 200 celsius. Product: CC1(CN(C2=CC=C(C=C2C1)C1=CC=C(C=C1)C(F)(F)F)S(=O)(=O)C1=CC(=C(C#N)C=C1)F)C (4-[3,3-Dimethyl-6-(4-trifluoromethyl-phenyl)-3,4-dihydro-2H-quinoline-1-sulfonyl]-2-fluoro-benzonitrile). The yield is 75.2%. As a reaction SMILES: Br[C:2]1[CH:7]=[CH:6][C:5]([S:8]([N:11]2[C:20]3[C:15](=[CH:16][C:17]([C:21]4[CH:26]=[CH:25][C:24]([C:27]([F:30])([F:29])[F:28])=[CH:23][CH:22]=4)=[CH:18][CH:19]=3)[CH2:14][C:13]([CH3:32])([CH3:31])[CH2:12]2)(=[O:10])=[O:9])=[CH:4][C:3]=1[F:33].[Cu][C:35]#[N:36].Cl>CN(C)C=O>[CH3:32][C:13]1([CH3:31])[CH2:14][C:15]2[C:20](=[CH:19][CH:18]=[C:17]([C:21]3[CH:26]=[CH:25][C:24]([C:27]([F:28])([F:30])[F:29])=[CH:23][CH:22]=3)[CH:16]=2)[N:11]([S:8]([C:5]2[CH:6]=[CH:7][C:2]([C:35]#[N:36])=[C:3]([F:33])[CH:4]=2)(=[O:10])=[O:9])[CH2:12]1. Procedure details: 710 mg 1-(4-Bromo-3-fluoro-benzenesulfonyl)-3,3-dimethyl-6-(4-trifluoromethyl-phenyl)-1,2,3,4-tetrahydro-quinoline and 123 mg copper(I)cyanide were dissolved in 1.5 ml dimethylformamide and heated to 200° C. under microwave irradiation for thirty minutes. The cooled reaction mixture was poured into 50 ml 2M hydrochloric acid and extracted five times with portions of 20 ml ethyl acetate. The combined organic layers were dried over MgSO4. The solvent was evaporated in vacuo and the residue purifie... Starting materials: S(O)(O)(=O)=O (sulfuric acid), COC1=CC=C(C=C1)N1C(CN(CC1)S(=O)(=O)C1=CC=C(C=C1)C)C (1-(4-methoxyphenyl)-2-methyl-4-(4-methylphenylsulfonyl)piperazine), [OH-].[Na+] (sodium hydroxide). The solvent is O (water). Product: COC1=CC=C(C=C1)N1C(CNCC1)C (1-(4-methoxyphenyl)-2-methylpiperazine). RXN SMILES: S(=O)(=O)(O)O.[CH3:6][O:7][C:8]1[CH:13]=[CH:12][C:11]([N:14]2[CH2:19][CH2:18][N:17](S(C3C=CC(C)=CC=3)(=O)=O)[CH2:16][CH:15]2[CH3:30])=[CH:10][CH:9]=1.[OH-].[Na+]>O>[CH3:6][O:7][C:8]1[CH:13]=[CH:12][C:11]([N:14]2[CH2:19][CH2:18][NH:17][CH2:16][CH:15]2[CH3:30])=[CH:10][CH:9]=1 |f:2.3|. Procedure: To 11.9 parts of water was added dropwise 11.5 parts of sulfuric acid with stirring and while cooling. Then there was added portionwise 4.6 parts of dl-1-(4-methoxyphenyl)-2-methyl-4-(4-methylphenylsulfonyl)piperazine and after addition was complete, the whole was stirred and refluxed for 20 hours. After cooling the reaction mixture was poured onto crushed ice. The whole was alkalized with sodium hydroxide solution 15N and extracted three times with 4-methyl-2-pentanone. The combined extracts we... Reactants: CCSC1(SCC)CCC2C3CCC4=CC(=O)C=CC4(C)C3C(O)CC21C, CCc1ccccc1CC. Yields the product CCSC1=CCC2C3CCC4=CC(=O)C=CC4(C)C3C(O)CC12C. As a reaction SMILES: [CH2:1]([CH3:2])[S:3][C:4]1([S:25][CH2:26][CH3:27])[C:5]2([CH3:6])[CH:7]([CH2:8][CH2:9]1)[CH:10]1[CH2:11][CH2:12][C:13]3=[CH:14][C:15](=[O:24])[CH:16]=[CH:17][C:18]3([CH3:19])[CH:20]1[CH:21]([OH:23])[CH2:22]2.[CH2:28]([c:29]1[cH:30][cH:31][cH:32][cH:33][c:34]1[CH2:35][CH3:36])[CH3:37]>>[CH2:1]([CH3:2])[S:3][C:4]1=[CH:9][CH2:8][CH:7]2[C:5]1([CH3:6])[CH2:22][CH:21]([OH:23])[CH:20]1[CH:10]2[CH2:11][CH2:12][C:13]2=[CH:14][C:15](=[O:24])[CH:16]=[CH:17][C:18]21[CH3:19].